From a dataset of the Open Reaction Database (ORD), a public repository of structured organic reaction records. describe an organic reaction: reactants, conditions, products, and yield Reactants: Cc1ccc(-c2cccc(C=CC(=O)Nc3ccc(CCl)cc3)c2)cc1, CN(C)C=O, O, OCCC1CCCCN1. Yields the product Cc1ccc(-c2cccc(C=CC(=O)Nc3ccc(CN4CCCCC4CCO)cc3)c2)cc1. As a reaction SMILES: [Cl:1][CH2:2][c:3]1[cH:4][cH:5][c:6]([NH:9][C:10]([CH:11]=[CH:12][c:13]2[cH:14][c:15](-[c:19]3[cH:20][cH:21][c:22]([CH3:25])[cH:23][cH:24]3)[cH:16][cH:17][cH:18]2)=[O:26])[cH:7][cH:8]1.[O:37]=[CH:38][N:39]([CH3:40])[CH3:41].[OH2:36].[OH:27][CH2:28][CH2:29][CH:30]1[NH:31][CH2:32][CH2:33][CH2:34][CH2:35]1>>[CH2:2]([c:3]1[cH:4][cH:5][c:6]([NH:9][C:10]([CH:11]=[CH:12][c:13]2[cH:14][c:15](-[c:19]3[cH:20][cH:21][c:22]([CH3:25])[cH:23][cH:24]3)[cH:16][cH:17][cH:18]2)=[O:26])[cH:7][cH:8]1)[N:31]1[CH:30]([CH2:29][CH2:28][OH:27])[CH2:35][CH2:34][CH2:33][CH2:32]1. Reaction conditions: time 10 hour. The product is C1(CCCCC1)CCC(CC)(O)C (1-cyclohexyl-3-methyl-3-pentanol). Solvent: O1CCCC1 (tetrahydrofuran). Procedure details: A 300 ml autoclave was initially charged with 5.6 g of 3-methyl-1-phenyl-3-pentanol, dissolved in 94.4 g of tetrahydrofuran, and 1.6 g of a catalyst prepared according to Example 1 (0.35% ruthenium on silicon dioxide). The autoclave was flushed three times with nitrogen and then hydrogenated for 10 hours at 160° C. and a hydrogen pressure of 160 bar. The product was analyzed by gas chromatography (polydimethylsiloxane DB1, 30 m, internal diameter: 0.25 mm, film thickness: 0.25 μm, 50° C., 5 min ... RXN SMILES: [CH3:1][C:2]([OH:13])([CH2:11][CH3:12])[CH2:3][CH2:4][C:5]1[CH:10]=[CH:9][CH:8]=[CH:7][CH:6]=1>O1CCCC1.[Ru]>[CH:5]1([CH2:4][CH2:3][C:2]([CH3:1])([OH:13])[CH2:11][CH3:12])[CH2:10][CH2:9][CH2:8][CH2:7][CH2:6]1. The reactants are CC(CCC1=CC=CC=C1)(CC)O (3-methyl-1-phenyl-3-pentanol). Reagents/catalysts: [Ru] (ruthenium), catalyst. The reactants are CCO, NC(CSCc1ccc(Cl)cc1Cl)C(=O)O. The product is CC(=O)NC(CSCc1ccc(Cl)cc1Cl)C(=O)O. As a reaction SMILES: [CH3:17][CH2:18][OH:19].[NH2:1][CH:2]([C:3](=[O:4])[OH:5])[CH2:6][S:7][CH2:8][c:9]1[c:10]([Cl:16])[cH:11][c:12]([Cl:15])[cH:13][cH:14]1>>[NH:1]([CH:2]([C:3](=[O:4])[OH:5])[CH2:6][S:7][CH2:8][c:9]1[c:10]([Cl:16])[cH:11][c:12]([Cl:15])[cH:13][cH:14]1)[C:18]([CH3:17])=[O:19]. Starting materials: NC=1C=CC2=C(OCC3=C(C2=O)C=CC(=C3)[N+](=O)[O-])C1 (3-Amino-8-nitro-6H-dibenzo[b,e]oxepin-11-one), C(C)(=O)O (acetic acid), [N-]=[N+]=[N-].[Na+] (sodium azide), C(OC)(OC)OC (trimethyl orthoformate). Reaction conditions: temperature 100 celsius. Yields the product N1(N=NN=C1)C=1C=CC2=C(OCC3=C(C2=O)C=CC(=C3)[N+](=O)[O-])C1 (3-(Tetrazol-1-yl)-8-nitro-6H-dibenzo[b,e]oxepin-11-one). RXN SMILES: [NH2:1][C:2]1[CH:3]=[CH:4][C:5]2[C:11](=[O:12])[C:10]3[CH:13]=[CH:14][C:15]([N+:17]([O-:19])=[O:18])=[CH:16][C:9]=3[CH2:8][O:7][C:6]=2[CH:20]=1.[N-:21]=[N+:22]=[N-:23].[Na+].[CH:25](OC)(OC)OC.C(O)(=O)C>>[N:1]1([C:2]2[CH:3]=[CH:4][C:5]3[C:11](=[O:12])[C:10]4[CH:13]=[CH:14][C:15]([N+:17]([O-:19])=[O:18])=[CH:16][C:9]=4[CH2:8][O:7][C:6]=3[CH:20]=2)[CH:25]=[N:23][N:22]=[N:21]1 |f:1.2|. Reported procedure: 0.50 g (1.85 mmol) of (6) and 0.35 g (5.38 mmol) of sodium azide are suspended in 2.20 g (14.84 mmol) of trimethyl orthoformate at 0° C. 1.20 g (20.00 mmol) of glacial acetic acid are then added to the mixture and the mixture is heated to 100° C. and refluxed for 4 h. After cooling to room temperature, the mixture is concentrated in vacuo and the residue is taken up with EtOAc and dissolved under the influence of heat. The white-grey product precipitates out in the cold. Yield: 0.50 g (83.6%); m...